The task is: describe an organic reaction: reactants, conditions, products, and yield. This data is from the Open Reaction Database (ORD), a public repository of structured organic reaction records. Starting materials: ClC1=CC=C(C(=O)N2C(=C(C3=CC(=CC=C23)OC)C(C)=NOC2OCCCC2)C)C=C1 (1-(4-chlorobenzoyl)-5-methoxy-2-methyl-3-[1-[[(tetrahydro-2H-pyran-2-yl)oxy]imino]ethyl]-1H-indole), Cl (hydrochloric acid), [OH-].[NH4+] (ammonium hydroxide). The solvent is O1CCCC1 (tetrahydrofuran). Reaction conditions: time 2 hour. Yields the product ClC1=CC=C(C(=O)N2C(=C(C3=CC(=CC=C23)OC)C(C)=NO)C)C=C1 (1-(4-chlorobenzoyl)-3-[1-(hydroxyimino)ethyl]-5-methoxy-2-methyl-1H-indole). Yield: 69.4%. As a reaction SMILES: [Cl:1][C:2]1[CH:31]=[CH:30][C:5]([C:6]([N:8]2[C:16]3[C:11](=[CH:12][C:13]([O:17][CH3:18])=[CH:14][CH:15]=3)[C:10]([C:19](=[N:21][O:22]C3CCCCO3)[CH3:20])=[C:9]2[CH3:29])=[O:7])=[CH:4][CH:3]=1.Cl.[OH-].[NH4+]>O1CCCC1>[Cl:1][C:2]1[CH:31]=[CH:30][C:5]([C:6]([N:8]2[C:16]3[C:11](=[CH:12][C:13]([O:17][CH3:18])=[CH:14][CH:15]=3)[C:10]([C:19](=[N:21][OH:22])[CH3:20])=[C:9]2[CH3:29])=[O:7])=[CH:4][CH:3]=1 |f:2.3|. Procedure details: To a solution of 1-(4-chlorobenzoyl)-5-methoxy-2-methyl-3-[1-[[(tetrahydro-2H-pyran-2-yl)oxy]imino]ethyl]-1H-indole (5.0 g, 11.3 mmol) in tetrahydrofuran (115 ml) is added 10 ml of concentrated hydrochloric acid. The reaction mixture is stirred for 21/2 hours, at which time it is neutralized with concentrated ammonium hydroxide. It is concentrated to near dryness, diluted with ethyl acetate and washed twice with water and once with a saturated solution of sodium chloride. The organic phase is fu...